From a dataset of the Open Reaction Database (ORD), a public repository of structured organic reaction records. describe an organic reaction: reactants, conditions, products, and yield The reactants are CSC1=NC(=O)C(=Cc2ccc3c(cnn3Cc3ccc(C(F)(F)F)cc3C(F)(F)F)c2)S1, O=C(O)C1CNCCO1. Product: O=C1N=C(N2CCOC(C(=O)O)C2)SC1=Cc1ccc2c(cnn2Cc2ccc(C(F)(F)F)cc2C(F)(F)F)c1. Reaction SMILES: [F:1][C:2]([c:3]1[c:4]([CH2:5][n:6]2[n:7][cH:8][c:9]3[cH:10][c:11]([CH:15]=[C:16]4[C:17](=[O:23])[N:18]=[C:19]([S:21][CH3:22])[S:20]4)[cH:12][cH:13][c:14]23)[cH:24][cH:25][c:26]([C:28]([F:29])([F:30])[F:31])[cH:27]1)([F:32])[F:33].[O:34]1[CH:35]([C:40](=[O:41])[OH:42])[CH2:36][NH:37][CH2:38][CH2:39]1>>[F:1][C:2]([c:3]1[c:4]([CH2:5][n:6]2[n:7][cH:8][c:9]3[cH:10][c:11]([CH:15]=[C:16]4[C:17](=[O:23])[N:18]=[C:19]([N:37]5[CH2:36][CH:35]([C:40](=[O:41])[OH:42])[O:34][CH2:39][CH2:38]5)[S:20]4)[cH:12][cH:13][c:14]23)[cH:24][cH:25][c:26]([C:28]([F:29])([F:30])[F:31])[cH:27]1)([F:32])[F:33]. Starting materials: C[SiH](C)OCC(C1C(=O)NC1CC(=O)O)C(C)(C)C, CN(C)c1ccncc1, C(=NC1CCCCC1)=NC1CCCCC1, O=C(NCCS)OCc1ccc([N+](=O)[O-])cc1, c1ccccc1. Product: C[SiH](C)OCC(C1C(=O)NC1CC(=O)SCCNC(=O)OCc1ccc([N+](=O)[O-])cc1)C(C)(C)C. Reaction SMILES: [C:1]([CH3:2])([CH3:3])([CH3:4])[CH:5]([CH2:6][O:7][SiH:8]([CH3:9])[CH3:10])[CH:11]1[C:12](=[O:19])[NH:13][CH:14]1[CH2:15][C:16](=[O:17])[OH:18].[CH3:58][N:59]([CH3:60])[c:61]1[cH:62][cH:63][n:64][cH:65][cH:66]1.[CH:37]1([N:38]=[C:39]=[N:40][CH:41]2[CH2:42][CH2:43][CH2:44][CH2:45][CH2:46]2)[CH2:47][CH2:48][CH2:49][CH2:50][CH2:51]1.[N+:20](=[O:21])([O-:22])[c:23]1[cH:24][cH:25][c:26]([CH2:27][O:28][C:29](=[O:30])[NH:31][CH2:32][CH2:33][SH:34])[cH:35][cH:36]1.[cH:52]1[cH:53][cH:54][cH:55][cH:56][cH:57]1>>[C:1]([CH3:2])([CH3:3])([CH3:4])[CH:5]([CH2:6][O:7][SiH:8]([CH3:9])[CH3:10])[CH:11]1[C:12](=[O:19])[NH:13][CH:14]1[CH2:15][C:16](=[O:18])[S:34][CH2:33][CH2:32][NH:31][C:29]([O:28][CH2:27][c:26]1[cH:25][cH:24][c:23]([N+:20](=[O:21])[O-:22])[cH:36][cH:35]1)=[O:30]. The reactants are FC=1C=C(C=CC1)NC(=O)NC1=C(C=C(C=C1)[N+](=O)[O-])C (1-(3-fluorophenyl)-3-(2-methyl-4-nitrophenyl)urea), [H][H] (hydrogen). The reagents and catalysts are [Pd] (Pd on carbon). Run in CN(C=O)C (N,N-dimethylformamide). Yields the product NC1=CC(=C(C=C1)NC(=O)NC1=CC(=CC=C1)F)C (1-(4-amino-2-methylphenyl)-3-(3-fluorophenyl)urea). RXN SMILES: [F:1][C:2]1[CH:3]=[C:4]([NH:8][C:9]([NH:11][C:12]2[CH:17]=[CH:16][C:15]([N+:18]([O-])=O)=[CH:14][C:13]=2[CH3:21])=[O:10])[CH:5]=[CH:6][CH:7]=1.[H][H]>CN(C)C=O.[Pd]>[NH2:18][C:15]1[CH:16]=[CH:17][C:12]([NH:11][C:9]([NH:8][C:4]2[CH:5]=[CH:6][CH:7]=[C:2]([F:1])[CH:3]=2)=[O:10])=[C:13]([CH3:21])[CH:14]=1. Reported procedure: A solution of EXAMPLE 100A (1.28 g, 4.43 mmol) in 12 mL of N,N-dimethylformamide was degassed and hydrogenated under an atmosphere of hydrogen (balloon) in the presence of catalytic amount of 10% Pd on carbon for 24 hours. The mixture was filtered and the filtrate was extracted with ethyl acetate. The organic extract was washed with brine, dried with MgSO4 and concentrated to provide EXAMPLE 100B. MS (ESI(+)) m/e 260 (M+H)+. Reactants: C(C)(=O)OCC(CC(=O)OCC)=O (ethyl 4-acetoxy-3-oxo-butyrate), [OH-].[K+] (potassium hydroxide), N\C(=C/C(=O)OCC)\C (ethyl 3-aminocrotonate), FC(C1=C(C=O)C=CC=C1)(F)F (2-trifluoromethylbenzaldehyde). Solvent: C(C)O (ethanol). Product: CC1=C(C(C2=C(N1)COC2=O)C2=C(C=CC=C2)C(F)(F)F)C(=O)OCC (Ethyl 2-methyl-4-(2-trifluoromethylphenyl)-5-oxo-1,4-dihydro-5,7-dihydrofuro[3,4-b]pyridine-3-carboxylate). As a reaction SMILES: C(O[CH2:5][C:6](=O)[CH2:7][C:8]([O:10][CH2:11][CH3:12])=[O:9])(=O)C.[NH2:14]/[C:15](/[CH3:22])=[CH:16]\[C:17]([O:19][CH2:20][CH3:21])=[O:18].[F:23][C:24]([F:34])([F:33])[C:25]1C=[CH:31][CH:30]=[CH:29][C:26]=1C=O.[OH-].[K+]>C(O)C>[CH3:22][C:15]1[NH:14][C:12]2[CH2:11][O:10][C:8](=[O:9])[C:7]=2[CH:6]([C:5]2[CH:31]=[CH:30][CH:29]=[CH:26][C:25]=2[C:24]([F:34])([F:33])[F:23])[C:16]=1[C:17]([O:19][CH2:20][CH3:21])=[O:18] |f:3.4|. Reported procedure: 50 millimols each of ethyl 4-acetoxy-3-oxo-butyrate, ethyl 3-aminocrotonate and 2-trifluoromethylbenzaldehyde in 100 ml of ethanol were boiled under reflux for 24 hours, 2 g of potassium hydroxide were then added, and the mixture was boiled for a further hour. After the mixture had cooled, the product was precipitated with a water/sodium chloride mixture and was recrystallized from methanol. Reactants: resultant mixture, FC(S(=O)(=O)OS(=O)(=O)C(F)(F)F)(F)F (trifluoromethanesulfonic anhydride), C(C)(C)N(CC)C(C)C (N,N-Diisopropyl-N-ethylamine), N=1N=NN2N=C(C=CC21)S (tetrazolo[1,5-b]pyridazine-6-thiol), C(C)(C)N(CC)C(C)C (N,N-diisopropyl-N-ethylamine), O=C1[C@@H](N2C([C@H]([C@H]2C1)C(C)(OC(=O)OCC1=CC=C(C=C1)[N+](=O)[O-])C)=O)C(=O)OCC1=CC=C(C=C1)[N+](=O)[O-] (4-nitrobenzyl (2R, 5R, 6R)-3,7-dioxo-6-[1-methyl-1-(4-nitrobenzyloxycarbonyloxy)ethyl]1-azabicyclo[3.2.0]heptane-2-carboxylate). The reagents and catalysts are CN(C)C1=CC=NC=C1 (4-(N,N-dimethylamino)pyridine). Run in ClCCl (dichloromethane), CN(C=O)C (N,N-dimethylformamide), ClCCl (dichloromethane), ClCCl (dichloromethane). Conditions: temperature 20 celsius, time 20 minute. Product: CC(C)(OC(=O)OCC1=CC=C(C=C1)[N+](=O)[O-])[C@H]1[C@H]2CC(=C(N2C1=O)C(=O)OCC1=CC=C(C=C1)[N+](=O)[O-])SC=1C=CC=2N(N1)N=NN2 (4-nitrobenzyl (5R, 6R)-6-[1-methyl-1-(4-nitrobenzyloxycarbonyloxy)ethyl]-7-oxo-3-(tetrazolo[1,5-b]pyridazin-6-ylthio)-1azabicyclo[3.2.0]hept-2-ene-2-carboxylate). Yield: 71.1%. Reaction SMILES: C(N(C(C)C)CC)(C)C.O=[C:11]1[CH2:17][C@H:16]2[N:13]([C:14](=[O:35])[C@H:15]2[C:18]([CH3:34])([O:20][C:21]([O:23][CH2:24][C:25]2[CH:30]=[CH:29][C:28]([N+:31]([O-:33])=[O:32])=[CH:27][CH:26]=2)=[O:22])[CH3:19])[C@H:12]1[C:36]([O:38][CH2:39][C:40]1[CH:45]=[CH:44][C:43]([N+:46]([O-:48])=[O:47])=[CH:42][CH:41]=1)=[O:37].FC(F)(F)S(OS(C(F)(F)F)(=O)=O)(=O)=O.[N:64]1[N:65]=[N:66][N:67]2[C:72]=1[CH:71]=[CH:70][C:69]([SH:73])=[N:68]2>ClCCl.CN(C1C=CN=CC=1)C.CN(C)C=O>[CH3:34][C:18]([C@@H:15]1[C:14](=[O:35])[N:13]2[C@@H:16]1[CH2:17][C:11]([S:73][C:69]1[CH:70]=[CH:71][C:72]3[N:67]([N:66]=[N:65][N:64]=3)[N:68]=1)=[C:12]2[C:36]([O:38][CH2:39][C:40]1[CH:41]=[CH:42][C:43]([N+:46]([O-:48])=[O:47])=[CH:44][CH:45]=1)=[O:37])([O:20][C:21]([O:23][CH2:24][C:25]1[CH:26]=[CH:27][C:28]([N+:31]([O-:33])=[O:32])=[CH:29][CH:30]=1)=[O:22])[CH3:19]. Procedure: A solution of N,N-diisopropyl-N-ethylamine (0.231 ml) in dichloromethane (2.08 ml) was added to a solution of 4-nitrobenzyl (2R, 5R, 6R)-3,7-dioxo-6-[1-methyl-1-(4-nitrobenzyloxycarbonyloxy)ethyl]1-azabicyclo[3.2.0]heptane-2-carboxylate (600 mg) and 4-(N,N-dimethylamino)pyridine (13.5 mg) in dichloromethane (30.0 ml) at -30° C. To this mixture was added a solution of trifluoromethanesulfonic anhydride (0.196 ml) in dichloromethane (3.72 ml) and stirring was continued at -30° C. for 20 minutes. N... The reactants are C12C(CC3=CC=CC=C13)O2 (indene oxide), N (ammonia), ( 1 ), amide, epoxide. The product is primary amine, N[C@H]1[C@@H](CC2=CC=CC=C12)O (trans-1-amino-2-indanol). Reaction SMILES: [CH:1]12[O:10][CH:2]1[CH2:3][C:4]1[C:9]2=[CH:8][CH:7]=[CH:6][CH:5]=1.[NH3:11]>>[NH2:11][C@@H:1]1[C:9]2[C:4](=[CH:5][CH:6]=[CH:7][CH:8]=2)[CH2:3][C@H:2]1[OH:10]. Reported procedure: The trans amide can be made from the epoxide either (1) by treating the indene oxide with ammonia or a primary amine to produce a trans-1-amino-2-indanol and reacting the trans-1-amino-2-indanol with an acylating agent, or (2) by treating the epoxide with an amide anion to produce the trans hydroxy amide directly. In one embodiment the indene is oxidized with aqueous hypochlorite in the presence of a chiral salen catalyst to produce a partially resolved epoxide, which is converted to the partial...